Dataset: the Open Reaction Database (ORD), a public repository of structured organic reaction records. Task: describe an organic reaction: reactants, conditions, products, and yield The reactants are NN (hydrazine), Cl.FC=1C(=C(C(=O)O)C(=CC1)F)C(=O)C1=NC=CC=C1 (3,6-difluoro-2-(2-pyridylcarbonyl)benzoic acid hydrochloride). The solvent is C(C)O (ethanol). Run at time 5 hour. The product is FC1=C2C(=NN=C(C2=C(C=C1)F)O)C1=NC=CC=C1 (5,8-difluoro-4-(2-pyridyl)-1-phthalazinol). RXN SMILES: [NH2:1][NH2:2].Cl.[F:4][C:5]1[C:6]([C:15]([C:17]2[CH:22]=[CH:21][CH:20]=[CH:19][N:18]=2)=O)=[C:7]([C:11]([F:14])=[CH:12][CH:13]=1)[C:8](O)=[O:9]>C(O)C>[F:4][C:5]1[CH:13]=[CH:12][C:11]([F:14])=[C:7]2[C:6]=1[C:15]([C:17]1[CH:22]=[CH:21][CH:20]=[CH:19][N:18]=1)=[N:1][N:2]=[C:8]2[OH:9] |f:1.2|. Procedure: A 3M-solution of hydrazine (60 mmol) in ethanol is added to a solution of crude 3,6-difluoro-2-(2-pyridylcarbonyl)benzoic acid hydrochloride (20 mmol), and the mixture is stirred at room temperature for 5 hours. Precipitation yields 5,8-difluoro-4-(2-pyridyl)-1-phthalazinol. Starting materials: CC(C)N(Cc1ccccc1)C(=O)CBr, C[Si](C)(C)[N-][Si](C)(C)C, O=C1Cc2nnc(-c3ccccc3)n2-c2cc(F)c(F)cc2N1, [K+], CN(C)C=O. Product: CC(C)N(Cc1ccccc1)C(=O)CN1C(=O)Cc2nnc(-c3ccccc3)n2-c2cc(F)c(F)cc21. Reaction SMILES: [CH2:34]([c:35]1[cH:36][cH:37][cH:38][cH:39][cH:40]1)[N:41]([C:42]([CH2:43][Br:44])=[O:45])[CH:46]([CH3:47])[CH3:48].[CH3:2][Si:3]([N-:4][Si:5]([CH3:6])([CH3:7])[CH3:8])([CH3:9])[CH3:10].[F:11][c:12]1[cH:13][c:14]2[c:15]([cH:31][c:32]1[F:33])-[n:16]1[c:17](-[c:25]3[cH:26][cH:27][cH:28][cH:29][cH:30]3)[n:18][n:19][c:20]1[CH2:21][C:22](=[O:24])[NH:23]2.[K+:1].[O:49]=[CH:50][N:51]([CH3:52])[CH3:53]>>[F:11][c:12]1[cH:13][c:14]2[c:15]([cH:31][c:32]1[F:33])-[n:16]1[c:17](-[c:25]3[cH:26][cH:27][cH:28][cH:29][cH:30]3)[n:18][n:19][c:20]1[CH2:21][C:22](=[O:24])[N:23]2[CH2:43][C:42]([N:41]([CH2:34][c:35]1[cH:36][cH:37][cH:38][cH:39][cH:40]1)[CH:46]([CH3:47])[CH3:48])=[O:45]. Run in CCOCC (Et2O), C(Cl)Cl (CH2Cl2). Product: C(CCC)C1CCN(CC1)CCCC(=O)C1=C(C=CC=C1)OCC1=CC=CC=C1 (4-n-Butyl-1-[4-(2-benzyloxyphenyl)-4-oxo-1-butyl]piperidine). Reactants: C(C1=CC=CC=C1)OC1=C(C=CC=C1)I (1-Benzyloxy-2-iodo-benzene), C(CCC)C1CCN(CC1)CCCC#N (4-(4-n-Butylpiperidin-1-yl)butanenitrile), Mg, crude product, CCOC(=O)C (EtOAc). As a reaction SMILES: [CH2:1]([O:8][C:9]1[CH:14]=[CH:13][CH:12]=[CH:11][C:10]=1I)[C:2]1[CH:7]=[CH:6][CH:5]=[CH:4][CH:3]=1.[CH2:16]([CH:20]1[CH2:25][CH2:24][N:23]([CH2:26][CH2:27][CH2:28][C:29]#N)[CH2:22][CH2:21]1)[CH2:17][CH2:18][CH3:19].CC[O:33]C(C)=O>CCOCC.C(Cl)Cl>[CH2:16]([CH:20]1[CH2:25][CH2:24][N:23]([CH2:26][CH2:27][CH2:28][C:29]([C:10]2[CH:11]=[CH:12][CH:13]=[CH:14][C:9]=2[O:8][CH2:1][C:2]2[CH:7]=[CH:6][CH:5]=[CH:4][CH:3]=2)=[O:33])[CH2:22][CH2:21]1)[CH2:17][CH2:18][CH3:19]. Isolated yield 51.0%. Procedure: In a 25 mL oven-dried flask was added Mg turnings (123 mg, 5.1 mmol) which was activated by the use of a heat-gun under vacuum. Under inert atmosphere was added a solution of 1-benzyloxy-2-iodo-benzene (25) (1.18 g, 3.8 mmol) in Et2O (10 mL) and the reaction mixture was allowed to reflux for 3.5 hours. A solution of 4-(4-n-butylpiperidin-1-yl)butanenitrile 4 (0.53 g, 2.5 mmol) dissolved in CH2Cl2 (3 mL) was added and the reaction mixture and was stirred at 40° C over-night. The reaction mixture ... Reaction conditions: temperature 40 celsius. Starting materials: ClC1=C(C(=C(C=C1)[C@@H](CC)NC(OC(C)(C)C)=O)F)C(=O)C=1C=NC(=CC1)Cl (tert-butyl N-[(1R)-1-[4-chloro-3-(6-chloropyridine-3-carbonyl)-2-fluorophenyl]propyl]-carbamate), COC1=CC=C(CN)C=C1 (4-methoxybenzylamine). The solvent is CCOC(=O)C (EtOAc), CS(=O)C (DMSO). Run at temperature 50 celsius. The product is ClC1=C(C(=C(C=C1)[C@@H](CC)NC(OC(C)(C)C)=O)F)C(=O)C=1C=NC(=CC1)NCC1=CC=C(C=C1)OC (tert-butyl N-[(1R)-1-[4-chloro-2-fluoro-3-(6-{[(4-methoxyphenyl)methyl]amino}pyridine-3-carbonyl)phenyl]propyl]carbamate). RXN SMILES: [Cl:1][C:2]1[CH:7]=[CH:6][C:5]([C@H:8]([NH:11][C:12](=[O:18])[O:13][C:14]([CH3:17])([CH3:16])[CH3:15])[CH2:9][CH3:10])=[C:4]([F:19])[C:3]=1[C:20]([C:22]1[CH:23]=[N:24][C:25](Cl)=[CH:26][CH:27]=1)=[O:21].[CH3:29][O:30][C:31]1[CH:38]=[CH:37][C:34]([CH2:35][NH2:36])=[CH:33][CH:32]=1>CS(C)=O.CCOC(C)=O>[Cl:1][C:2]1[CH:7]=[CH:6][C:5]([C@H:8]([NH:11][C:12](=[O:18])[O:13][C:14]([CH3:17])([CH3:16])[CH3:15])[CH2:9][CH3:10])=[C:4]([F:19])[C:3]=1[C:20]([C:22]1[CH:23]=[N:24][C:25]([NH:36][CH2:35][C:34]2[CH:37]=[CH:38][C:31]([O:30][CH3:29])=[CH:32][CH:33]=2)=[CH:26][CH:27]=1)=[O:21]. Reported procedure: Step 7—To a solution of tert-butyl N-[(1R)-1-[4-chloro-3-(6-chloropyridine-3-carbonyl)-2-fluorophenyl]propyl]-carbamate (82.8 g, 194 mmol) from Step 6 in DMSO (5 vol) was added 4-methoxybenzylamine (53.1 g, 2 equi Vol). The mixture was heated to 50° C. (external temp) overnight then allowed to cool. The mixture was diluted with EtOAc (30 vol) and washed with 5% citric acid (5 vol), water (5 vol) and brine (5 vol) and concentrated to furnish tert-butyl N-[(1R)-1-[4-chloro-2-fluoro-3-(6-{[(4-metho... The reactants are C(CCC)[Sn](CCCC)(CCCC)Cl (tri-n-butyltin chloride), 4,5-dihydro-4,4-dimethyl, [N+](=O)([O-])C1=C(CBr)C=CC=C1 (2-nitrobenzyl bromide), CC1(N=C(OC1)C=1SC=CC1)C (4,5-dihydro-4,4-dimethyl-2-(2-thienyl)-oxazole), C(CCC)[Li] (n-butyl-lithium). Reagents/catalysts: [Pd].C1(=CC=CC=C1)P(C1=CC=CC=C1)C1=CC=CC=C1.C1(=CC=CC=C1)P(C1=CC=CC=C1)C1=CC=CC=C1.C1(=CC=CC=C1)P(C1=CC=CC=C1)C1=CC=CC=C1.C1(=CC=CC=C1)P(C1=CC=CC=C1)C1=CC=CC=C1 (tetrakis (triphenylphosphine)-palladium (0)). Run in CCOCC (ether), C1(=CC=CC=C1)C (toluene), CCOCC (ether). Conditions: temperature -78 celsius, time 45 minute. The product is CC1(N=C(OC1)C=1SC=CC1CC1=C(C=CC=C1)[N+](=O)[O-])C (4,5-Dihydro-4,4-dimethyl-2-[3-[(2-nitrophenyl)methyl]-2-thienyl]oxazole). The yield is 72.1%. RXN SMILES: [CH3:1][C:2]1([CH3:12])[CH2:6][O:5][C:4]([C:7]2[S:8][CH:9]=[CH:10][CH:11]=2)=[N:3]1.C([Li])CCC.C([Sn](Cl)(CCCC)CCCC)CCC.[N+:32]([C:35]1[CH:42]=[CH:41][CH:40]=[CH:39][C:36]=1[CH2:37]Br)([O-:34])=[O:33]>CCOCC.C1(C)C=CC=CC=1.[Pd].C1(P(C2C=CC=CC=2)C2C=CC=CC=2)C=CC=CC=1.C1(P(C2C=CC=CC=2)C2C=CC=CC=2)C=CC=CC=1.C1(P(C2C=CC=CC=2)C2C=CC=CC=2)C=CC=CC=1.C1(P(C2C=CC=CC=2)C2C=CC=CC=2)C=CC=CC=1>[CH3:1][C:2]1([CH3:12])[CH2:6][O:5][C:4]([C:7]2[S:8][CH:9]=[CH:10][C:11]=2[CH2:37][C:36]2[CH:39]=[CH:40][CH:41]=[CH:42][C:35]=2[N+:32]([O-:34])=[O:33])=[N:3]1 |f:6.7.8.9.10|. Procedure details: To a solution of 4,5-dihydro-4,4-dimethyl-2-(2-thienyl)-oxazole (4.5 gms 25 mmol) in anhydrous ether at -70° C., n-butyl-lithium (2.5 molar solution in hexane, 11 ml) is added drop by drop under N2 atmosphere. The reaction mixture is stirred at -78° C. for 45 minutes and tri-n-butyltin chloride (8.3 gms 25 mmol) in dry ether is added drop by drop. The reaction mixture is stirred at room temperature for 1 hour and quenched with water. The reaction mixture is extracted with ether, washed well with... Product: CN1N=C(C2=C1C=1N(C=N2)CCN1)C (7,8-dihydro-1,3-dimethyl-1H-imdazo[1,2-c]pyrazolo[3,4-e]pyrimidine), ethyl acetate-pet ether. Reaction SMILES: [CH3:1][N:2]1[C:6]([C:7]2[NH:8][CH2:9][CH2:10][N:11]=2)=[C:5]([N+:12]([O-])=O)[C:4]([CH3:15])=[N:3]1.[CH2:16](OC(OCC)OCC)C.CS(O)(=O)=O>C(O)C>[CH3:1][N:2]1[C:6]2[C:7]3[N:8]([CH2:9][CH2:10][N:11]=3)[CH:16]=[N:12][C:5]=2[C:4]([CH3:15])=[N:3]1. Procedure: The above nitro compound (8.4 g, 0.04 mol) is dissolved in 150 ml of methanol and hydrogenated (initial hydrogen pressure=51 psi) in the presence of 0.5 g of Raney nickel until the theoretical uptake of hydrogen is observed. The catalyst is removed by filtering; the filtrate is evaporated in vacuo to give 7.4 g (0.04 mol) of a purple oil (characterized by its IR-spectrum) of 2-(4-amino-1,3-dimethyl-5-pyrazolyl)imidazoline. This amine (7.4 g, 0.04 mol) is stirred under reflux 1.5 hr in a mixture ... The reactants are CN1N=C(C(=C1C=1NCCN1)[N+](=O)[O-])C (2-(1,3-dimethyl-4-nitro-5-pyrazolyl)imidazoline), C(C)OC(OCC)OCC (triethylorthoformate), CS(=O)(=O)O (methanesulfonic acid). Run in C(C)O (ethanol). Run in C(C)(=O)O (acetic acid). As a reaction SMILES: [C:1]([C:4]1[CH:9]=[CH:8][CH:7]=[CH:6][C:5]=1[NH:10][C:11](=O)[C:12]1[C:17]([O:18][CH3:19])=[CH:16][CH:15]=[CH:14][C:13]=1[Cl:20])(=[O:3])[NH2:2].[OH-].[Na+]>C(O)(=O)C>[Cl:20][C:13]1[CH:14]=[CH:15][CH:16]=[C:17]([O:18][CH3:19])[C:12]=1[C:11]1[NH:2][C:1](=[O:3])[C:4]2[C:5](=[CH:6][CH:7]=[CH:8][CH:9]=2)[N:10]=1 |f:1.2|. Procedure details: N-(2-carbamoylphenyl)-2-chloro-6-methoxybenzamide (13 g, 42.7 mmol) was suspended in 100 mL of a 2 N NaOH solution and heated to reflux. After refluxing for 3 hours, another 25 mL of a 2 N NaOH solution was added, and the reaction was refluxed for another hour. The mixture was cooled to room temperature and acidified with acetic acid to pH 5. The formed precipitate was collected by filtration. The product was purified over alumina using EtOAc as an eluent giving 1.7 g (5.9 mmol, 14%) of 2-(2-chl... Yield: 13.8%. Reactants: C(N)(=O)C1=C(C=CC=C1)NC(C1=C(C=CC=C1OC)Cl)=O (N-(2-carbamoylphenyl)-2-chloro-6-methoxybenzamide), [OH-].[Na+] (NaOH), [OH-].[Na+] (NaOH). Product: ClC1=C(C(=CC=C1)OC)C1=NC2=CC=CC=C2C(N1)=O (2-(2-chloro-6-methoxy-phenyl)-3H-quinazolin-4-one). Starting materials: C1CCOC1, CO, COC(=O)Cc1csc(-c2cnc(N3CCC(Oc4ccccc4C(F)(F)F)CC3)s2)n1, [Na+], [OH-]. Yields the product O=C(O)Cc1csc(-c2cnc(N3CCC(Oc4ccccc4C(F)(F)F)CC3)s2)n1. As a reaction SMILES: [CH2:35]1[O:36][CH2:37][CH2:38][CH2:39]1.[CH3:40][OH:41].[F:1][C:2]([c:3]1[c:4]([O:5][CH:6]2[CH2:7][CH2:8][N:9]([c:12]3[s:13][c:14](-[c:17]4[s:18][cH:19][c:20]([CH2:22][C:23](=[O:24])[O:25][CH3:26])[n:21]4)[cH:15][n:16]3)[CH2:10][CH2:11]2)[cH:27][cH:28][cH:29][cH:30]1)([F:31])[F:32].[Na+:34].[OH-:33]>>[F:1][C:2]([c:3]1[c:4]([O:5][CH:6]2[CH2:7][CH2:8][N:9]([c:12]3[s:13][c:14](-[c:17]4[s:18][cH:19][c:20]([CH2:22][C:23](=[O:24])[OH:25])[n:21]4)[cH:15][n:16]3)[CH2:10][CH2:11]2)[cH:27][cH:28][cH:29][cH:30]1)([F:31])[F:32]. Starting materials: Br, CCOC(=O)C(C)(C)CCCC=Cc1ccccc1Cl, CC(=O)O. Product: CCOC(=O)C(C)(C)CCCCC(Br)c1ccccc1Cl. Reaction SMILES: [BrH:21].[CH2:1]([CH3:2])[O:3][C:4]([C:5]([CH2:6][CH2:7][CH2:8][CH:9]=[CH:10][c:11]1[c:12]([Cl:17])[cH:13][cH:14][cH:15][cH:16]1)([CH3:18])[CH3:19])=[O:20].[CH3:22][C:23](=[O:24])[OH:25]>>[CH2:1]([CH3:2])[O:3][C:4]([C:5]([CH2:6][CH2:7][CH2:8][CH2:9][CH:10]([c:11]1[c:12]([Cl:17])[cH:13][cH:14][cH:15][cH:16]1)[Br:21])([CH3:18])[CH3:19])=[O:20].